From a dataset of the Open Reaction Database (ORD), a public repository of structured organic reaction records. describe an organic reaction: reactants, conditions, products, and yield The reactants are O=C(CC(=O)NC1=CC=CC=C1)CC (3-oxo-N-phenylvaleramide), CC1(OC(=CC(O1)=O)C)C (2,2,6-trimethyl-4H-1,3-dioxin-4-one), C(C)C1(OC(=CC(O1)=O)C)C (2-ethyl-2,6-dimethyl-4H-1,3-dioxin-4-one), raw materials. Product: C(C)C=1OC(=CC(C1C(=O)NC1=CC=CC=C1)=O)C (2-Ethyl-6-methyl-4-oxo-N-phenyl-4H-pyran-3-carboxamide). Yield: 49.0%. Reaction SMILES: [O:1]=[C:2]([CH2:13][CH3:14])[CH2:3][C:4]([NH:6][C:7]1[CH:12]=[CH:11][CH:10]=[CH:9][CH:8]=1)=[O:5].CC1(C)[O:21][C:20](=O)[CH:19]=[C:18]([CH3:23])O1.C(C1(C)OC(=O)C=C(C)O1)C>>[CH2:13]([C:2]1[O:1][C:18]([CH3:23])=[CH:19][C:20](=[O:21])[C:3]=1[C:4]([NH:6][C:7]1[CH:12]=[CH:11][CH:10]=[CH:9][CH:8]=1)=[O:5])[CH3:14]. Procedure: The title compound was prepared from 3-oxo-N-phenylvaleramide (m.p. 84.0°-85.5° C.) and 2,2,6-trimethyl-4H-1,3-dioxin-4-one, instead of 2-ethyl-2,6-dimethyl-4H-1,3-dioxin-4-one in Example 15, as the raw materials in a similar way to the method described in Example 15. (Yield: 49%) m.p.: 154.5°-156° C. The product is CS(=O)(=O)CCNCc1cccc(Nc2nccc(-c3c(-c4cccc(NC(=O)c5c(F)cccc5F)c4)nn4ccccc34)n2)c1. The reactants are C1CCOC1, CCOC(C)=O, CS(=O)(=O)CCN(Cc1cccc(Nc2nccc(-c3c(-c4cccc(NC(=O)c5c(F)cccc5F)c4)nn4ccccc34)n2)c1)C(=O)C(F)(F)F, [Li+], [OH-], O, O. Reaction SMILES: [CH2:57]1[O:58][CH2:59][CH2:60][CH2:61]1.[CH3:63][CH2:64][O:65][C:66]([CH3:67])=[O:68].[F:1][c:2]1[c:3]([C:4](=[O:5])[NH:6][c:7]2[cH:8][c:9](-[c:13]3[n:14][n:15]4[c:16]([cH:17][cH:18][cH:19][cH:20]4)[c:21]3-[c:22]3[n:23][c:24]([NH:28][c:29]4[cH:30][c:31]([CH2:35][N:36]([C:37](=[O:38])[C:39]([F:40])([F:41])[F:42])[CH2:43][CH2:44][S:45](=[O:46])(=[O:47])[CH3:48])[cH:32][cH:33][cH:34]4)[n:25][cH:26][cH:27]3)[cH:10][cH:11][cH:12]2)[c:49]([F:53])[cH:50][cH:51][cH:52]1.[Li+:55].[OH-:54].[OH2:56].[OH2:62]>>[F:1][c:2]1[c:3]([C:4](=[O:5])[NH:6][c:7]2[cH:8][c:9](-[c:13]3[n:14][n:15]4[c:16]([cH:17][cH:18][cH:19][cH:20]4)[c:21]3-[c:22]3[n:23][c:24]([NH:28][c:29]4[cH:30][c:31]([CH2:35][NH:36][CH2:43][CH2:44][S:45](=[O:46])(=[O:47])[CH3:48])[cH:32][cH:33][cH:34]4)[n:25][cH:26][cH:27]3)[cH:10][cH:11][cH:12]2)[c:49]([F:53])[cH:50][cH:51][cH:52]1. Starting materials: C1(CCCC1)N1N=C(C(=C1N)C(=O)N)CC (1-cyclopentyl-3-ethyl-5-amino-1H-pyrazole-4-carboxamide), C(C)OC(=O)COC=1C=C(C=O)C=CC1 (3-(ethoxycarbonylmethoxy)benzaldehyde). The solvent is xylenes. Conditions: temperature 160 celsius. The product is C1(CCCC1)N1NC(=C2C1=NC(=NC2=O)C2=CC(=CC=C2)OCC(=O)OCC)CC (1-cyclopentyl-3-ethyl-6-[3-(ethoxycarbonylmethoxy)phenyl]pyrazolo[3 4-d]pyrimidin-4-one). Yield: 37.9%. As a reaction SMILES: [CH:1]1([N:6]2[C:10]([NH2:11])=[C:9]([C:12]([NH2:14])=[O:13])[C:8]([CH2:15][CH3:16])=[N:7]2)[CH2:5][CH2:4][CH2:3][CH2:2]1.[CH2:17]([O:19][C:20]([CH2:22][O:23][C:24]1[CH:25]=[C:26]([CH:29]=[CH:30][CH:31]=1)[CH:27]=O)=[O:21])[CH3:18]>>[CH:1]1([N:6]2[C:10]3=[N:11][C:27]([C:26]4[CH:29]=[CH:30][CH:31]=[C:24]([O:23][CH2:22][C:20]([O:19][CH2:17][CH3:18])=[O:21])[CH:25]=4)=[N:14][C:12](=[O:13])[C:9]3=[C:8]([CH2:15][CH3:16])[NH:7]2)[CH2:2][CH2:3][CH2:4][CH2:5]1. Procedure details: A mixture of 1-cyclopentyl-3-ethyl-5-amino-1H-pyrazole-4-carboxamide (3.54 g, 15.95 mmol), 3-(ethoxycarbonylmethoxy)benzaldehyde (4.3 g) and xylenes (20 ml) was heated at 160° C. overnight. The reaction mixture was cooled to room temperature, a solid formed which was collected by filtration and washed with methanol and then ether. The product was recrystallized from acetonitrile to afford 2.48 g of 1-cyclopentyl-3-ethyl-6-[3-(ethoxycarbonylmethoxy)phenyl]pyrazolo[3 4-d]pyrimidin-4-one. An additi... The reactants are CC=1C=C(C(=O)O)C=CC1O (3-methyl-4-hydroxybenzoic acid), CO (MeOH). Run at time 12 hour. The product is COC(C1=CC(=C(C=C1)O)C)=O (4-Hydroxy-3-methylbenzoic acid methyl ester). RXN SMILES: [CH3:1][C:2]1[CH:3]=[C:4]([CH:8]=[CH:9][C:10]=1[OH:11])[C:5]([OH:7])=[O:6].[CH3:12]O>>[CH3:12][O:6][C:5](=[O:7])[C:4]1[CH:8]=[CH:9][C:10]([OH:11])=[C:2]([CH3:1])[CH:3]=1. Reported procedure: To a mixture of 3-methyl-4-hydroxybenzoic acid (342 g, 2.24 mol) in MeOH (3.5 I) is bubbled HCl (g) for 5 m. The mixture is stirred for 12 h at RT. The reaction is concentrated to give the title compound (372 g, quant). Reactants: ClC(c1ccccc1)(c1ccccc1)c1ccccc1, O=C([O-])[O-], CN(C)C=O, CCOC(C)=O, [K+], [K+], OC1CCNCC1. The product is OC1CCN(C(c2ccccc2)(c2ccccc2)c2ccccc2)CC1. As a reaction SMILES: [C:14]([c:15]1[cH:16][cH:17][cH:18][cH:19][cH:20]1)([c:21]1[cH:22][cH:23][cH:24][cH:25][cH:26]1)([c:27]1[cH:28][cH:29][cH:30][cH:31][cH:32]1)[Cl:33].[C:8](=[O:9])([O-:10])[O-:11].[CH3:34][N:35]([CH3:36])[CH:37]=[O:38].[CH3:39][CH2:40][O:41][C:42](=[O:43])[CH3:44].[K+:12].[K+:13].[OH:1][CH:2]1[CH2:3][CH2:4][NH:5][CH2:6][CH2:7]1>>[OH:1][CH:2]1[CH2:3][CH2:4][N:5]([C:14]([c:15]2[cH:16][cH:17][cH:18][cH:19][cH:20]2)([c:21]2[cH:22][cH:23][cH:24][cH:25][cH:26]2)[c:27]2[cH:28][cH:29][cH:30][cH:31][cH:32]2)[CH2:6][CH2:7]1. Reactants: ClC1=C(C(=NC=C1)C(C#N)CC)OC (2-(4-Chloro-3-methoxy-2-pyridinyl)-butyronitrile), C(C)OCC (diethyl ether), CC(C)C[AlH]CC(C)C (DIBAL). Reaction conditions: temperature -74 celsius. Product: ClC1=C(C(=NC=C1)C(C=O)CC)OC (2-(4-Chloro-3-methoxy-2-pyridinyl)-butanal). RXN SMILES: [Cl:1][C:2]1[CH:7]=[CH:6][N:5]=[C:4]([CH:8]([CH2:11][CH3:12])[C:9]#N)[C:3]=1[O:13][CH3:14].CC(C[AlH]CC(C)C)C.C([O:26]CC)C>>[Cl:1][C:2]1[CH:7]=[CH:6][N:5]=[C:4]([CH:8]([CH2:11][CH3:12])[CH:9]=[O:26])[C:3]=1[O:13][CH3:14]. Reported procedure: 2-(4-Chloro-3-methoxy-2-pyridinyl)-butyronitrile (2.78 g) is dissolved in diethyl ether (150 ml), the solution is cooled to −74° C. and DIBAL (29 ml 1.0M) is added over a 30 min period. The solution is allowed to stir at −74° C. for an hour then at 0° C. for another hour. The reaction is quenched by addition of 5% sulfuric acid (25 ml), keeping the temperature around 0° C. The phases are separated and the organic phase washed with a solution of sodium bicarbonate, dried and evaporated to afford ... Yield: 51.2%. Product: OCC(=O)N1CCC(CC1)NC(=O)C1=C(C=2C(N(C=3C=CC=CC3C2N1C)CC(C1=CC=CC=C1)=O)=O)OC (N-[1-(hydroxyacetyl)piperidin-4-yl]-3-methoxy-1-methyl-4-oxo-5-(2-oxo-2-phenylethyl)-4,5-dihydro-1H-pyrrolo[3,2-c]quinoline-2-carboxamide). The solvent is C1CCOC1 (THF), O (water). As a reaction SMILES: C([O:4][CH2:5][C:6]([N:8]1[CH2:13][CH2:12][CH:11]([NH:14][C:15]([C:17]2[N:29]([CH3:30])[C:28]3[C:27]4[CH:26]=[CH:25][CH:24]=[CH:23][C:22]=4[N:21]([CH2:31][C:32](=[O:39])[C:33]4[CH:38]=[CH:37][CH:36]=[CH:35][CH:34]=4)[C:20](=[O:40])[C:19]=3[C:18]=2[O:41][CH3:42])=[O:16])[CH2:10][CH2:9]1)=[O:7])(=O)C.[OH-].[Na+].C(O)C.Cl>C1COCC1.O>[OH:4][CH2:5][C:6]([N:8]1[CH2:13][CH2:12][CH:11]([NH:14][C:15]([C:17]2[N:29]([CH3:30])[C:28]3[C:27]4[CH:26]=[CH:25][CH:24]=[CH:23][C:22]=4[N:21]([CH2:31][C:32](=[O:39])[C:33]4[CH:34]=[CH:35][CH:36]=[CH:37][CH:38]=4)[C:20](=[O:40])[C:19]=3[C:18]=2[O:41][CH3:42])=[O:16])[CH2:10][CH2:9]1)=[O:7] |f:1.2|. Procedure: A mixed solution of the compound of Example 123 (125 mg, 0.218 mmol) and 8N aqueous sodium hydroxide solution (1 mL) in THF (2 mL)-ethanol (7 mL) was stirred at room temperature for 2 hr. The reaction mixture was diluted with water, acidified with 6N hydrochloric acid (1.5 mL), and extracted twice with ethyl acetate. The extract was combined, washed with saturated brine, dried over magnesium sulfate and concentrated under reduced pressure. The residue was purified by aminosilica gel chromatograp... Starting materials: Cl (hydrochloric acid), C(C)(=O)OCC(=O)N1CCC(CC1)NC(=O)C1=C(C=2C(N(C=3C=CC=CC3C2N1C)CC(C1=CC=CC=C1)=O)=O)OC (2-[4-({[3-methoxy-1-methyl-4-oxo-5-(2-oxo-2-phenylethyl)-4,5-dihydro-1H-pyrrolo[3,2-c]quinolin-2-yl]carbonyl}amino)piperidin-1-yl]-2-oxoethyl acetate), [OH-].[Na+] (sodium hydroxide), C(C)O (ethanol).